Task: describe an organic reaction: reactants, conditions, products, and yield. Dataset: the Open Reaction Database (ORD), a public repository of structured organic reaction records Reactants: BrC1=CC2=C(C(C3=C(C=C2)C=CC=C3)COS(=O)(=O)C3=CC=C(C=C3)C)C=C1 (2-bromo-5-p-toluenesulphonyloxymethyl-dibenzo[a,d]cycloheptene), C(C)(=O)[O-].[Na+] (sodium acetate), [OH-].[K+] (potassium hydroxide). Solvent: CO (methanol), C(C)(=O)O (acetic acid). Product: BrC1=CC2=C(C(=CC3=C(C=C2)C=CC=C3)O)C=C1 (2-bromo-5-hydroxy-dibenzo[a,e]cyclooctene). The yield is 47.7%. RXN SMILES: [Br:1][C:2]1[CH:28]=[CH:27][C:5]2C(COS(C3C=CC(C)=CC=3)(=O)=O)[C:7]3[CH:14]=[CH:13][CH:12]=[CH:11][C:8]=3[CH:9]=[CH:10][C:4]=2[CH:3]=1.[C:29]([O-:32])(=O)[CH3:30].[Na+].[OH-].[K+]>C(O)(=O)C.CO>[Br:1][C:2]1[CH:28]=[CH:27][C:5]2[C:29]([OH:32])=[CH:30][C:7]3[CH:14]=[CH:13][CH:12]=[CH:11][C:8]=3[CH:9]=[CH:10][C:4]=2[CH:3]=1 |f:1.2,3.4|. Procedure: To a solution of 2-bromo-5-p-toluenesulphonyloxymethyl-dibenzo[a,d]cycloheptene (8.1 g) in glacial acetic acid (75 ml) was added anhydrous sodium acetate (2.9 g). The reaction mixture was refluxed for 24 h then the solvent removed under vacuum to leave a residue which was partitioned between dichloromethane (3×100 ml) and water (100 ml). The combined organic layers were dried (Na2SO4) , filtered and concentrated in vacuo to leave a residue which was dissolved in 75% aqueous methanol (100 ml) and... Starting materials: FC(C(=O)O)(F)F.FC=1C(=C(C=CC1F)C1CCN(CC1)C(=O)C1=NNC=2CNCCC21)C(F)(F)F ((4-(3,4-Difluoro-2-(trifluoromethyl)phenyl)piperidin-1-yl)(4,5,6,7-tetrahydro-1H-pyrazolo[3,4-c]pyridin-3-yl)methanone Trifluoroacetic Acid Salt), CC(CC(=O)Cl)C (3-methylbutanoyl chloride), l-(3-(4-(3,4-difluoro-2-(trifluoromethyl)phenyl)piperidine-1-carbonyl)-1,4,5,7-tetrahydro-6Hpyrazolo[3,4-c]pyridin-6-yl)-3-methylbutan-1-one. Yields the product FC=1C(=C(C=CC1F)C1CCN(CC1)C(=O)C1=NNC=2CN(CCC21)C(CC(C)C)=O)C(F)(F)F (1-(3-(4-(3,4-Difluoro-2-(trifluoromethyl)phenyl)piperidine-1-carbonyl)-1,4,5,7-tetrahydro-6H-pyrazolo[3,4-c]pyridin-6-yl)-3-methylbutan-1-one). Reaction SMILES: FC(F)(F)C(O)=O.[F:8][C:9]1[C:10]([C:33]([F:36])([F:35])[F:34])=[C:11]([CH:16]2[CH2:21][CH2:20][N:19]([C:22]([C:24]3[C:32]4[CH2:31][CH2:30][NH:29][CH2:28][C:27]=4[NH:26][N:25]=3)=[O:23])[CH2:18][CH2:17]2)[CH:12]=[CH:13][C:14]=1[F:15].[CH3:37][CH:38]([CH3:43])[CH2:39][C:40](Cl)=[O:41]>>[F:8][C:9]1[C:10]([C:33]([F:34])([F:35])[F:36])=[C:11]([CH:16]2[CH2:17][CH2:18][N:19]([C:22]([C:24]3[C:32]4[CH2:31][CH2:30][N:29]([C:40](=[O:41])[CH2:39][CH:38]([CH3:43])[CH3:37])[CH2:28][C:27]=4[NH:26][N:25]=3)=[O:23])[CH2:20][CH2:21]2)[CH:12]=[CH:13][C:14]=1[F:15] |f:0.1|. Procedure details: Following general procedure GP-E1, (4-(3,4-difluoro-2-(trifluoromethyl)phenyl)piperidin-1-yl)(4,5,6,7-tetrahydro-1H-pyrazolo[3,4-c]pyridin-3-yl)methanone TFA salt (34) and 3-methylbutanoyl chloride were converted to l-(3-(4-(3,4-difluoro-2-(trifluoromethyl)phenyl)piperidine-1-carbonyl)-1,4,5,7-tetrahydro-6Hpyrazolo[3,4-c]pyridin-6-yl)-3-methylbutan-1-one as a white solid (37 mg, 63%): mp 184-188° C.; 1H NMR (500 MHz, DMSO-d6) δ 13.13-13.11 (m, 0.25H), 12.87-12.84 (m, 0.75H), 7.79-7.70 (m, 1H), 7...